Dataset: the Open Reaction Database (ORD), a public repository of structured organic reaction records. Task: describe an organic reaction: reactants, conditions, products, and yield The reactants are O=C(O)Cc1cccc(Br)c1, CC(C)(C)OC(=O)c1cc(C(F)(F)F)ccc1COc1ccc(B2OC(C)(C)C(C)(C)O2)cc1. Yields the product CC(C)(C)OC(=O)c1cc(C(F)(F)F)ccc1COc1ccc(-c2cccc(CC(=O)O)c2)cc1. RXN SMILES: [Br:35][c:36]1[cH:37][c:38]([CH2:42][C:43](=[O:44])[OH:45])[cH:39][cH:40][cH:41]1.[CH3:1][C:2]1([CH3:3])[C:4]([CH3:5])([CH3:6])[O:7][B:8]([c:9]2[cH:10][cH:11][c:12]([O:13][CH2:14][c:15]3[c:16]([C:17](=[O:18])[O:19][C:20]([CH3:21])([CH3:22])[CH3:23])[cH:24][c:25]([C:28]([F:29])([F:30])[F:31])[cH:26][cH:27]3)[cH:32][cH:33]2)[O:34]1>>[c:9]1(-[c:36]2[cH:37][c:38]([CH2:42][C:43](=[O:44])[OH:45])[cH:39][cH:40][cH:41]2)[cH:10][cH:11][c:12]([O:13][CH2:14][c:15]2[c:16]([C:17](=[O:18])[O:19][C:20]([CH3:21])([CH3:22])[CH3:23])[cH:24][c:25]([C:28]([F:29])([F:30])[F:31])[cH:26][cH:27]2)[cH:32][cH:33]1. Starting materials: C1CCOC1, COCCOc1cc2c(OC(C)C)nc(Nc3cc(C)[nH]n3)cc2cc1OCC1COC(C)(C)O1, [Na+], O=C([O-])O. Yields the product COCCOc1cc2c(OC(C)C)nc(Nc3cc(C)[nH]n3)cc2cc1OCC(O)CO. As a reaction SMILES: [CH2:41]1[O:42][CH2:43][CH2:44][CH2:45]1.[CH3:1][C:2]1([CH3:35])[O:3][CH2:4][CH:5]([CH2:7][O:8][c:9]2[cH:10][c:11]3[cH:12][c:13]([NH:28][c:29]4[n:30][nH:31][c:32]([CH3:34])[cH:33]4)[n:14][c:15]([O:24][CH:25]([CH3:26])[CH3:27])[c:16]3[cH:17][c:18]2[O:19][CH2:20][CH2:21][O:22][CH3:23])[O:6]1.[Na+:40].[O-:36][C:37]([OH:38])=[O:39]>>[OH:3][CH2:4][CH:5]([OH:6])[CH2:7][O:8][c:9]1[cH:10][c:11]2[cH:12][c:13]([NH:28][c:29]3[n:30][nH:31][c:32]([CH3:34])[cH:33]3)[n:14][c:15]([O:24][CH:25]([CH3:26])[CH3:27])[c:16]2[cH:17][c:18]1[O:19][CH2:20][CH2:21][O:22][CH3:23]. Reactants: ClC1=CC(=NC=N1)NC1=CC=C(C=C1)OC (6-chloro-N-(4-methoxyphenyl)pyrimidine-4-amine), C(O)CN (ethanolamine), CCN(C(C)C)C(C)C (DIPEA). Solvent: Cl (hydrochloride), CCCCO (n-BuOH), CCCCO (n-BuOH). Run at temperature 200 celsius. Yields the product COC1=CC=C(C=C1)NC1=CC(=NC=N1)NCCO (2-(6-(4-Methoxyphenylamino)pyrimidine-4-ylamino)ethan-1-ol). Reaction SMILES: Cl[C:2]1[N:7]=[CH:6][N:5]=[C:4]([NH:8][C:9]2[CH:14]=[CH:13][C:12]([O:15][CH3:16])=[CH:11][CH:10]=2)[CH:3]=1.[CH2:17]([CH2:19][NH2:20])[OH:18].CCN(C(C)C)C(C)C>Cl.CCCCO>[CH3:16][O:15][C:12]1[CH:13]=[CH:14][C:9]([NH:8][C:4]2[N:5]=[CH:6][N:7]=[C:2]([NH:20][CH2:19][CH2:17][OH:18])[CH:3]=2)=[CH:10][CH:11]=1. Procedure: 250 mg of 6-chloro-N-(4-methoxyphenyl)pyrimidine-4-amine in the form of a hydrochloride, 62 mg of ethanolamine and 296 mg of DIPEA were dissolved in 2 mL of n-BuOH and the mixture obtained was charged into a microwave vial and the vial obtained was heated to 200° C. for 45 minutes under microwave irradiation. Progress of the reaction was monitored by TLC. Upon termination of the reaction n-BuOH was evaporated. The evaporation residue was subjected to crystallization from an n-BuOH/EtOH solvent m... Starting materials: Cl (Hydrogen chloride), C(C)O (ethanol), C(C)OC1=C(C#N)C=CC(=C1)OC (2-ethoxy-4-methoxy-benzonitrile), Cl (hydrogen chloride). Reaction conditions: temperature -10 celsius, time 30 minute. Yields the product Cl.C(C)OC1=C(C(OCC)=N)C=CC(=C1)OC (ethyl 2-ethoxy-4-methoxy-benzimidate hydrochloride). The yield is 79.0%. Reaction SMILES: [ClH:1].[CH2:2]([O:4][C:5]1[CH:12]=[C:11]([O:13][CH3:14])[CH:10]=[CH:9][C:6]=1[C:7]#[N:8])[CH3:3].[CH2:15]([OH:17])[CH3:16]>>[ClH:1].[CH2:2]([O:4][C:5]1[CH:12]=[C:11]([O:13][CH3:14])[CH:10]=[CH:9][C:6]=1[C:7](=[NH:8])[O:17][CH2:15][CH3:16])[CH3:3] |f:3.4|. Reported procedure: Hydrogen chloride gas was passed through a solution of 2-ethoxy-4-methoxy-benzonitrile (6.3 g, 35.55 mmol) in anhydrous ethanol (70 mL) cooled to −10° C. After 30 min, hydrogen chloride gas was stopped and the reaction mixture was stirred at room temperature in a closed reaction vessel for 4 d. The reaction vessel was cooled to 0° C. before the stopper was removed. Argon gas was passed through the solution to remove excess hydrogen chloride gas. The solvent was evaporated and the residue was tri... Starting materials: BrCc1ccccc1, Cc1c(Br)cc(C(=O)O)cc1Br, O=C([O-])[O-], CC(C)=O, [K+], [K+]. Yields the product Cc1c(Br)cc(C(=O)OCc2ccccc2)cc1Br. As a reaction SMILES: [Br:19][CH2:20][c:21]1[cH:22][cH:23][cH:24][cH:25][cH:26]1.[Br:1][c:2]1[cH:3][c:4]([C:5](=[O:6])[OH:7])[cH:8][c:9]([Br:12])[c:10]1[CH3:11].[C:13](=[O:14])([O-:15])[O-:16].[CH3:27][C:28](=[O:29])[CH3:30].[K+:17].[K+:18]>>[Br:1][c:2]1[cH:3][c:4]([C:5](=[O:6])[O:7][CH2:20][c:21]2[cH:22][cH:23][cH:24][cH:25][cH:26]2)[cH:8][c:9]([Br:12])[c:10]1[CH3:11]. The reactants are ( a ), Cl.O=C1CCC=2C=C(C=NC2N1)/C=C/C(=O)O ((E)-3-(7-oxo-5,6,7,8-tetrahydro-[1,8]naphthyridin-3yl)acrylic acid hydrochloride), Cl.CN1CC(NC2=C(C1)C=C(C=N2)/C=C/C(=O)O)=O ((E)-3-(4-methyl-2-oxo-2,3,4,5-tetrahydro-1H-pyrido[2,3-e][1,4]diazepin-7-yl)acrylic acid hydrochloride), C(C)(C)C1=CC=C(CCN)C=C1 ((4-isopropyl-benzyl)methylamine), CNCC1=C(C2=CC=CC=C2C=C1)CCC (methyl-(1-propyl-naphthalen-2-ylmethyl)amine), amide. Yields the product C(C)(C)C1=CC=C(CN(C(\C=C\C=2C=NC=3NC(CCC3C2)=O)=O)C)C=C1 ((E)-N-(4-Isopropyl-benzyl)-N-methyl-3-(7-oxo-5,6,7,8-tetrahydro-[1,8]naphthyridin-3-yl)acrylamide). Yield: 61.0%. As a reaction SMILES: [CH:1]([C:4]1[CH:12]=[CH:11][C:7]([CH2:8]CN)=[CH:6][CH:5]=1)([CH3:3])[CH3:2].[CH3:13][NH:14]CC1C=CC2C(=CC=CC=2)C=1CCC.Cl.[O:30]=[C:31]1[NH:40][C:39]2[N:38]=[CH:37][C:36](/[CH:41]=[CH:42]/[C:43]([OH:45])=O)=[CH:35][C:34]=2[CH2:33][CH2:32]1.Cl.CN1CC2C=C(/C=C/C(O)=O)C=NC=2NC(=O)C1>>[CH:1]([C:4]1[CH:5]=[CH:6][C:7]([CH2:8][N:14]([CH3:13])[C:43](=[O:45])/[CH:42]=[CH:41]/[C:36]2[CH:37]=[N:38][C:39]3[NH:40][C:31](=[O:30])[CH2:32][CH2:33][C:34]=3[CH:35]=2)=[CH:11][CH:12]=1)([CH3:2])[CH3:3] |f:2.3,4.5|. Reported procedure: According to the procedure of Example 1 (a), except substituting (4-isopropyl-benzyl)methylamine for the methyl-(1-propyl-naphthalen-2-ylmethyl)amine, and substituting (E)-3-(7-oxo-5,6,7,8-tetrahydro-[1,8]naphthyridin-3yl)acrylic acid hydrochloride for the (E)-3-(4-methyl-2-oxo-2,3,4,5-tetrahydro-1H-pyrido[2,3-e][1,4]diazepin-7-yl)acrylic acid hydrochloride, the title compound (0.223 g, 61%) was prepared as a light orange solid and as a mixture of amide rotamers: 1H NMR (300 MHz, DMSO-d6) δ 10.6... Reactants: CCO, COC(=O)CCc1cccc(OC(F)(F)F)c1, O=C1CCc2cc(OC(F)(F)F)ccc21, [K+], [OH-], O. Yields the product O=C(O)CCc1cccc(OC(F)(F)F)c1. Reaction SMILES: [CH3:35][CH2:36][OH:37].[F:16][C:17]([O:18][c:19]1[cH:20][c:21]([CH2:25][CH2:26][C:27](=[O:28])[O:29][CH3:30])[cH:22][cH:23][cH:24]1)([F:31])[F:32].[F:1][C:2]([F:3])([F:4])[O:5][c:6]1[cH:7][c:8]2[c:9]([cH:10][cH:11]1)[C:12](=[O:13])[CH2:14][CH2:15]2.[K+:34].[OH-:33].[OH2:38]>>[F:16][C:17]([O:18][c:19]1[cH:20][c:21]([CH2:25][CH2:26][C:27](=[O:28])[OH:29])[cH:22][cH:23][cH:24]1)([F:31])[F:32]. The reactants are CC1=CC=C(C=C1)S(=O)(=O)OCCC1=C(N=CS1)C (2-(4-methylthiazol-5-yl)ethyl 4-methylbenzenesulfonate), NC=1SC(=CN1)C (2-amino-5-methylthiazole), CO (methanol). The reagents and catalysts are [I-].C(CCC)[N+](CCCC)(CCCC)CCCC (tetrabutyl ammonium iodide). The solvent is CN(C=O)C (N,N-dimethylformamide), C(Cl)Cl (CH2Cl2), C(Cl)Cl (CH2Cl2). Run at temperature 85 celsius, time 18 hour. The product is [OH-].[NH4+] (ammonium hydroxide), CC1=CN(C(S1)=N)CCC1=C(N=CS1)C (5-methyl-3-(2-(4-methylthiazol-5-yl)ethyl)thiazol-2(3H)-imine). Isolated yield 102.8%. As a reaction SMILES: CC1C=CC(S(O[CH2:12][CH2:13][C:14]2[S:18][CH:17]=[N:16][C:15]=2[CH3:19])(=O)=[O:9])=CC=1.[NH2:20][C:21]1[S:22][C:23]([CH3:26])=[CH:24][N:25]=1.CO>[I-].C([N+](CCCC)(CCCC)CCCC)CCC.CN(C)C=O.C(Cl)Cl>[OH-:9].[NH4+:16].[CH3:26][C:23]1[S:22][C:21](=[NH:20])[N:25]([CH2:12][CH2:13][C:14]2[S:18][CH:17]=[N:16][C:15]=2[CH3:19])[CH:24]=1 |f:3.4,7.8|. Procedure: A mixture of 2-(4-methylthiazol-5-yl)ethyl 4-methylbenzenesulfonate (3.23 g, 10.9 mmol), 2-amino-5-methylthiazole (1.25 g, 10.9 mmol) and tetrabutyl ammonium iodide (2 g, 5.4 mmol) in N,N-dimethylformamide (2 mL) was warmed to 85° C. and was stirred for 18 h. The mixture was cooled to ambient temperature, was diluted with CH2Cl2 (10 mL) and was quenched with 10% NaOH (5 mL). The layers were separated and the aqueous layer was extracted with CH2Cl2 (3×5 mL). The combined organics were dried over ... The reactants are C[Si](C)(C)[N-][Si](C)(C)C.[Li+] (lithium bis(trimethylsilyl)amide), C(=O)(OC(C)(C)C)N[C@@H](CC1=CC=C(C=C1)OCC1=CC=CC=C1)[C@@H]1CCC(O1)=O (5(S)-[1(S)-(Boc-amino)-2-(p-benzyloxyphenyl)ethyl]-dihydrofuran-2-(3H)-one), CN1C(N(CCC1)C)=O (1,3-dimethyl-3,4,5,6-tetrahydro-2(1H)-pyrimidinone), C(C1=CC=CC=C1)OC1=CC=C(CI)C=C1 (p-benzyloxybenzyl iodide). The solvent is C1CCOC1 (THF), C1CCOC1 (THF), C1CCOC1 (THF). Product: C(=O)(OC(C)(C)C)N[C@@H](CC1=CC=C(C=C1)OCC1=CC=CC=C1)[C@@H]1C[C@H](C(O1)=O)CC1=CC=C(C=C1)OCC1=CC=CC=C1 (5(S)-[1(S)-(Boc-amino)-2-(p-benzyloxyphenyl)-ethyl]-3(R)-(p-benzyloxyphenylmethyl)-dihydrofuran-2-(3H)-one). RXN SMILES: [C:1]([NH:8][C@H:9]([C@H:25]1[O:29][C:28](=[O:30])[CH2:27][CH2:26]1)[CH2:10][C:11]1[CH:16]=[CH:15][C:14]([O:17][CH2:18][C:19]2[CH:24]=[CH:23][CH:22]=[CH:21][CH:20]=2)=[CH:13][CH:12]=1)([O:3][C:4]([CH3:7])([CH3:6])[CH3:5])=[O:2].CN1CCCN(C)C1=O.C[Si]([N-][Si](C)(C)C)(C)C.[Li+].[CH2:50]([O:57][C:58]1[CH:65]=[CH:64][C:61]([CH2:62]I)=[CH:60][CH:59]=1)[C:51]1[CH:56]=[CH:55][CH:54]=[CH:53][CH:52]=1>C1COCC1>[C:1]([NH:8][C@H:9]([C@H:25]1[O:29][C:28](=[O:30])[C@H:27]([CH2:62][C:61]2[CH:64]=[CH:65][C:58]([O:57][CH2:50][C:51]3[CH:56]=[CH:55][CH:54]=[CH:53][CH:52]=3)=[CH:59][CH:60]=2)[CH2:26]1)[CH2:10][C:11]1[CH:16]=[CH:15][C:14]([O:17][CH2:18][C:19]2[CH:20]=[CH:21][CH:22]=[CH:23][CH:24]=2)=[CH:13][CH:12]=1)([O:3][C:4]([CH3:6])([CH3:7])[CH3:5])=[O:2] |f:2.3|. Reported procedure: Analogously to Example 21 D) 1)c), 2.47 g (6.0 mmol) of 5(S)-[1(S)-(Boc-amino)-2-(p-benzyloxyphenyl)ethyl]-dihydrofuran-2-(3H)-one (Example 46 c)) dissolved in 12 ml of THF and 1.2 ml of 1,3-dimethyl-3,4,5,6-tetrahydro-2(1H)-pyrimidinone are deprotonated at -70° C. with 11.73 ml of lithium bis(trimethylsilyl)amide 1M in THF and alkylated (60 min) with 1.946 g (6.0 mmol) of p-benzyloxybenzyl iodide (Example 44a)) in 3 ml of THF. Column chromatography (SiO2, hexane/ethyl acetate 4:1) and crystalli... Product: Cc1[nH]c(=O)[nH]c1C(=O)O. Reactants: CCOC(=O)c1[nH]c(=O)[nH]c1C, [Na+], [OH-]. As a reaction SMILES: [CH3:1][c:2]1[c:3]([C:8](=[O:9])[O:10][CH2:11][CH3:12])[nH:4][c:5](=[O:7])[nH:6]1.[Na+:14].[OH-:13]>>[CH3:1][c:2]1[c:3]([C:8](=[O:9])[OH:10])[nH:4][c:5](=[O:7])[nH:6]1.